Dataset: the Open Reaction Database (ORD), a public repository of structured organic reaction records. Task: describe an organic reaction: reactants, conditions, products, and yield The reactants are 1,1 Bis(di-tert-butylphosphino)ferrocene palladium dichloride, CN1CCC(=CC1)B1OC(C(O1)(C)C)(C)C (1-methyl-4-(4,4,5,5-tetramethyl-1,3,2-dioxaborolan-2-yl)-1,2,3,6-tetrahydropyridine), BrC1=C(C=C(C(=C1)OC)NC1=NC=CC(=N1)C=1C=NN2C1CCCC2)N (4-bromo-6-methoxy-N-[4-(4,5,6,7-tetrahydropyrazolo[1,5-a]pyridin-3-yl)pyrimidin-2-yl]benzene-1,3-diamine), BrC1=C(C=C(C(=C1)OC)NC1=NC=CC(=N1)C=1C=NN2C1CCCC2)N (4-bromo-6-methoxy-N-[4-(4,5,6,7-tetrahydropyrazolo[1,5-a]pyridin-3-yl)pyrimidin-2-yl]benzene-1,3-diamine), [O-]P(=O)([O-])[O-].[K+].[K+].[K+] (K3PO4). The solvent is O1CCOCC1 (1,4-dioxane), O (water). Run at temperature 100 celsius. Yields the product COC1=C(C=C(C(=C1)C=1CCN(CC1)C)N)NC1=NC=CC(=N1)C=1C=NN2C1CCCC2 (4-Methoxy-6-(1-methyl-3,6-dihydro-2H-pyridin-4-yl)-N′-[4-(4,5,6,7-tetrahydropyrazolo[1,5-a]pyridin-3-yl)pyrimidin-2-yl]benzene-1,3-diamine). Isolated yield 71.3%. Reaction SMILES: [CH3:1][N:2]1[CH2:7][CH:6]=[C:5](B2OC(C)(C)C(C)(C)O2)[CH2:4][CH2:3]1.Br[C:18]1[CH:23]=[C:22]([O:24][CH3:25])[C:21]([NH:26][C:27]2[N:32]=[C:31]([C:33]3[CH:34]=[N:35][N:36]4[CH2:41][CH2:40][CH2:39][CH2:38][C:37]=34)[CH:30]=[CH:29][N:28]=2)=[CH:20][C:19]=1[NH2:42].[O-]P([O-])([O-])=O.[K+].[K+].[K+]>O1CCOCC1.O>[CH3:25][O:24][C:22]1[CH:23]=[C:18]([C:5]2[CH2:4][CH2:3][N:2]([CH3:1])[CH2:7][CH:6]=2)[C:19]([NH2:42])=[CH:20][C:21]=1[NH:26][C:27]1[N:32]=[C:31]([C:33]2[CH:34]=[N:35][N:36]3[CH2:41][CH2:40][CH2:39][CH2:38][C:37]=23)[CH:30]=[CH:29][N:28]=1 |f:2.3.4.5|. Reported procedure: 1,1 Bis(di-tert-butylphosphino)ferrocene palladium dichloride (16.7 mg, 0.03 mmol) was added to a solution of 1-methyl-4-(4,4,5,5-tetramethyl-1,3,2-dioxaborolan-2-yl)-1,2,3,6-tetrahydropyridine (139 mg, 0.62 mmol), 4-bromo-6-methoxy-N-[4-(4,5,6,7-tetrahydropyrazolo[1,5-a]pyridin-3-yl)pyrimidin-2-yl]benzene-1,3-diamine (Intermediate 137, 215 mg, 0.52 mmol), and K3PO4 (220 mg, 1.04 mmol) in 1,4-dioxane (6 mL) and water (1.5 mL, degassed for 20 minutes prior to use). The mixture was then heated at ... Reactants: CCOC(=O)Cl, O=S1(=O)Cc2c(O)cccc2N1, c1ccncc1. Product: CCOC(=O)N1c2cccc(O)c2CS1(=O)=O. As a reaction SMILES: [Cl:13][C:14](=[O:15])[O:16][CH2:17][CH3:18].[O:1]=[S:2]1(=[O:12])[NH:3][c:4]2[c:5]([c:7]([OH:11])[cH:8][cH:9][cH:10]2)[CH2:6]1.[cH:19]1[cH:20][cH:21][n:22][cH:23][cH:24]1>>[O:1]=[S:2]1(=[O:12])[N:3]([C:14](=[O:15])[O:16][CH2:17][CH3:18])[c:4]2[c:5]([c:7]([OH:11])[cH:8][cH:9][cH:10]2)[CH2:6]1. The reagents and catalysts are [Pt](=O)=O (platinum(IV) oxide). The solvent is C(C)(=O)O (acetic acid). Reported procedure: Methyl 2-(4-fluorobenzyl)isonicotinate (5.06 g, 20.63 mmol) was dissolved in acetic acid (50 mL) and platinum(IV) oxide (0.234 g, 1.03 mmol) added. The resulting mixture was hydrogenated in a Büchi hydrogenator overnight at room temperature and 5 bar. The catalyst was filtered off and washed with MeOH and the eluate evaporated. DCM and 10% K2CO3 were added and the phases separated. The aqueous phase was extracted with DCM and the combined organic phase washed with brine, passed through a phase s... Starting materials: FC1=CC=C(CC=2C=C(C(=O)OC)C=CN2)C=C1 (Methyl 2-(4-fluorobenzyl)isonicotinate). The yield is 73.6%. Reaction SMILES: [F:1][C:2]1[CH:18]=[CH:17][C:5]([CH2:6][C:7]2[CH:8]=[C:9]([CH:14]=[CH:15][N:16]=2)[C:10]([O:12][CH3:13])=[O:11])=[CH:4][CH:3]=1>C(O)(=O)C.[Pt](=O)=O>[F:1][C:2]1[CH:3]=[CH:4][C:5]([CH2:6][CH:7]2[CH2:8][CH:9]([C:10]([O:12][CH3:13])=[O:11])[CH2:14][CH2:15][NH:16]2)=[CH:17][CH:18]=1. Product: FC1=CC=C(CC2NCCC(C2)C(=O)OC)C=C1 (methyl 2-(4-fluorobenzyl)piperidine-4-carboxylate). Starting materials: Cl (hydrochloric acid), [Cl-].[Al+3].[Cl-].[Cl-] (Aluminum chloride), ClC=1C(=C(C=CC1)C1=CC=CC=C1)CCCC(=O)Cl (4-(3-chloro-[1,1'-biphenyl]-2-yl)butanoic acid chloride). Run in C(=S)=S (carbon disulfide), C(=S)=S (carbon disulfide), C(=S)=S (carbon disulfide). Run at time 18 hour. Yields the product ClC1=CC=CC=2C3=C(C(CCCC21)=O)C=CC=C3 (9-chloro-5,6,7,8-tetrahydrodibenzo[a,c]cycloocten-5-one). As a reaction SMILES: [Cl:1][C:2]1[C:3]([CH2:14][CH2:15][CH2:16][C:17](Cl)=[O:18])=[C:4]([C:8]2[CH:13]=[CH:12][CH:11]=[CH:10][CH:9]=2)[CH:5]=[CH:6][CH:7]=1.[Cl-].[Al+3].[Cl-].[Cl-].Cl>C(=S)=S>[Cl:1][C:2]1[C:3]2[CH2:14][CH2:15][CH2:16][C:17](=[O:18])[C:9]3[CH:10]=[CH:11][CH:12]=[CH:13][C:8]=3[C:4]=2[CH:5]=[CH:6][CH:7]=1 |f:1.2.3.4|. Procedure: Using the extreme-dilution technique described by Hedden and Brown, J. Am. Chem. Soc., 75, 3744-48 (1953), 4-(3-chloro-[1,1'-biphenyl]-2-yl)butanoic acid chloride (18.9 g, 0.069 mole) was diluted in carbon disulfide (100 ml) and placed in the dropping funnel. The dilution flask was filled with carbon disulfide (approximately 700 ml). Aluminum chloride (19.8 g, 0.15 mole) in carbon disulfide (700 ml) was placed in the reaction flask and heated at reflux. The contents of the dropping funnel were a... Reactants: FC1(CCC(CC1)(C=1C=NC(=NC1)C)C(C)=O)F (1-(4,4-difluoro-1-(2-methylpyrimidin-5-yl)cyclohexyl)ethanone), NO.Cl (NH2OH.HCl), [OH-].[Na+] (NaOH). Solvent: CCO.O (EtOH H2O). Run at temperature 80 celsius. The product is FC1(CCC(CC1)(C=1C=NC(=NC1)C)\C(\C)=N/O)F ((Z)-1-(4,4-difluoro-1-(2-methylpyrimidin-5-yl)cyclohexyl)ethanone oxime). Isolated yield 86.1%. Reaction SMILES: [F:1][C:2]1([F:18])[CH2:7][CH2:6][C:5]([C:15](=O)[CH3:16])([C:8]2[CH:9]=[N:10][C:11]([CH3:14])=[N:12][CH:13]=2)[CH2:4][CH2:3]1.[NH2:19][OH:20].Cl.[OH-].[Na+]>CCO.O>[F:1][C:2]1([F:18])[CH2:7][CH2:6][C:5](/[C:15](=[N:19]\[OH:20])/[CH3:16])([C:8]2[CH:9]=[N:10][C:11]([CH3:14])=[N:12][CH:13]=2)[CH2:4][CH2:3]1 |f:1.2,3.4,5.6|. Reported procedure: A mixture of 1-(4,4-difluoro-1-(2-methylpyrimidin-5-yl)cyclohexyl)ethanone (350 mg, 1.38 mmol), NH2OH.HCl (143.7 mg, 2.07 mmol) and NaOH (165.6 mg, 4.14 mmol) in EtOH/H2O (16 mL, 1:1) was heated to 80° C. overnight. The EtOH was removed. The residue was extracted with EtOAc (2×20 mL). The organic layer was dried over Na2SO4 and concentrated to give (Z)-1-(4,4-difluoro-1-(2-methylpyrimidin-5-yl)cyclohexyl)ethanone oxime (320 mg), which was used for the next step directly. Conditions: time 8 hour. The yield is 79.3%. RXN SMILES: O.[NH4+].SCC([NH:7]C1C=C(C=CC=1)C(NCC([O-])=O)=O)=O.O.O.[SH:23][CH2:24][C:25]([NH:27][C:28]1[CH:29]=[C:30]([CH:38]=[CH:39][CH:40]=1)[C:31]([NH:33][CH2:34][C:35]([O-:37])=[O:36])=[O:32])=[O:26].[NH4+].[OH-].[NH4+].SCC(NC1C=C(C=CC=1)C(NCC(O)=O)=O)=O.C(CN(CC([O-])=O)CC(O)=O)N(CC(O)=O)CC([O-])=O.[Na+].[Na+]>O1CCCC1>[NH4+:7].[SH:23][CH2:24][C:25]([NH:27][C:28]1[CH:29]=[C:30]([CH:38]=[CH:39][CH:40]=1)[C:31]([NH:33][CH2:34][C:35]([O-:37])=[O:36])=[O:32])=[O:26] |f:0.1.2.3.4.5.6,7.8,10.11.12,14.15|. Procedure details: N-[3-(Mercaptoacetylamino)benzoyl]glycine Ammonium Salt Sesquihydrate. -- An aqueous solution of 3N ammonium hydroxide (7.2 ml., 0.0216 mole) is slowly added to a suspension of N-[3-(mercaptoacetylamino)benzoyl]glycine (5 g., 0.0186 mole) in 40 ml. of tetrahydrofuran with 5 mg. of disodium edetate. The resulting solution is diluted with 300 ml. of tetrahydrofuran and after cooling in a dry ice-ethanol bath to promote crystallization is stirred overnight. The precipitated solid is collected, wash... Product: [NH4+].SCC(=O)NC=1C=C(C(=O)NCC(=O)[O-])C=CC1 (N-[3-(mercaptoacetylamino)benzoyl]glycine ammonium salt). The solvent is O1CCCC1 (tetrahydrofuran), O1CCCC1 (tetrahydrofuran). The reactants are O.[NH4+].SCC(=O)NC=1C=C(C(=O)NCC(=O)[O-])C=CC1.O.O.SCC(=O)NC=1C=C(C(=O)NCC(=O)[O-])C=CC1.[NH4+] (N-[3-(Mercaptoacetylamino)benzoyl]glycine Ammonium Salt Sesquihydrate), C(N(CC(=O)[O-])CC(=O)O)CN(CC(=O)O)CC(=O)[O-].[Na+].[Na+] (disodium edetate), [OH-].[NH4+] (ammonium hydroxide), SCC(=O)NC=1C=C(C(=O)NCC(=O)O)C=CC1 (N-[3-(mercaptoacetylamino)benzoyl]glycine). Starting materials: O=C([O-])[O-], CO, CC(C)(C)OC(=O)N1CC2CCCCC2C(NC(=O)C(F)(F)F)C1, [K+], [K+]. Product: CC(C)(C)OC(=O)N1CC(N)C2CCCCC2C1. RXN SMILES: [C:25](=[O:26])([O-:27])[O-:28].[CH3:31][OH:32].[F:1][C:2]([F:3])([F:4])[C:23]([NH:5][CH:6]1[CH2:7][N:8]([C:16](=[O:17])[O:18][C:19]([CH3:20])([CH3:21])[CH3:22])[CH2:9][CH:10]2[CH2:11][CH2:12][CH2:13][CH2:14][CH:15]12)=[O:24].[K+:29].[K+:30]>>[NH2:5][CH:6]1[CH2:7][N:8]([C:16](=[O:17])[O:18][C:19]([CH3:20])([CH3:21])[CH3:22])[CH2:9][CH:10]2[CH2:11][CH2:12][CH2:13][CH2:14][CH:15]12.